Dataset: the Open Reaction Database (ORD), a public repository of structured organic reaction records. Task: describe an organic reaction: reactants, conditions, products, and yield Starting materials: BrC=1C(=CC(=NC1C)O)C (5-bromo-4,6-dimethylpyridin-2-ol), C(C)I (ethyl iodide). Reagents/catalysts: C([O-])([O-])=O.[Ag+2] (silver carbonate). The solvent is C(Cl)(Cl)Cl (chloroform). The product is BrC=1C(=NC(=CC1C)OCC)C (3-bromo-6-ethoxy-2,4-dimethylpyridine). As a reaction SMILES: [Br:1][C:2]1[C:3]([CH3:10])=[CH:4][C:5]([OH:9])=[N:6][C:7]=1[CH3:8].[CH2:11](I)[CH3:12]>C(Cl)(Cl)Cl.C(=O)([O-])[O-].[Ag+2]>[Br:1][C:2]1[C:7]([CH3:8])=[N:6][C:5]([O:9][CH2:11][CH3:12])=[CH:4][C:3]=1[CH3:10] |f:3.4|. Procedure: A mixture of 5-bromo-4,6-dimethylpyridin-2-ol obtained in Preparation Example 23(1) (50 mg), ethyl iodide (2.0 mL) and silver carbonate (1.4 g) was stirred in a chloroform solvent (10 mL) at room temperature for 36 hours. The reaction mixture was subjected to silica gel pad and eluted with a mixed solvent of (ethyl acetate/n-heptane, 10%). The resulting solution was concentrated under reduced pressure to give the title compound (550 mg). Reactants: NC1=CC(=C(C=C1)CN1OCC(C1=O)(C)C)Cl (2-[(4-amino-2-chlorophenyl)methyl]-4,4-dimethyl-3-isoxazolidinone), C1(C2=C(C(=O)O1)CCCC2)=O (3,4,5,6-tetrahydrophthalic anhydride), C(Cl)Cl (methylene chloride). Run in C(C)(=O)O (acetic acid). Product: ClC1=C(C=CC(=C1)N1C(C2=C(C1=O)CCCC2)=O)CN2OCC(C2=O)(C)C (2-[[2-chloro-4-(3,4,5,6-tetrahydrophthalimido)phenyl]methyl]-4,4-dimethyl-3-isoxazolidinone). The yield is 83.6%. As a reaction SMILES: [NH2:1][C:2]1[CH:7]=[CH:6][C:5]([CH2:8][N:9]2[C:13](=[O:14])[C:12]([CH3:16])([CH3:15])[CH2:11][O:10]2)=[C:4]([Cl:17])[CH:3]=1.[C:18]1(=O)[O:23][C:21](=[O:22])[C:20]2[CH2:24][CH2:25][CH2:26][CH2:27][C:19]1=2.C(Cl)Cl>C(O)(=O)C>[Cl:17][C:4]1[CH:3]=[C:2]([N:1]2[C:21](=[O:22])[C:20]3[CH2:24][CH2:25][CH2:26][CH2:27][C:19]=3[C:18]2=[O:23])[CH:7]=[CH:6][C:5]=1[CH2:8][N:9]1[C:13](=[O:14])[C:12]([CH3:15])([CH3:16])[CH2:11][O:10]1. Procedure details: A solution of 2.0 grams (0.008 mole) of 2-[(4-amino-2-chlorophenyl)methyl]-4,4-dimethyl-3-isoxazolidinone and 1.2 grams (0.008 mole) of 3,4,5,6-tetrahydrophthalic anhydride in 20 mL of acetic acid was stirred at ambient temperature for four hours and then was heated under reflux for six hours. The cooled reaction mixture was poured into 300 mL of methylene chloride and was washed in turn with two 100 mL portions of water, two 50 mL portions of a saturated aqueous sodium bicarbonate solution, and...